Dataset: the Open Reaction Database (ORD), a public repository of structured organic reaction records. Task: describe an organic reaction: reactants, conditions, products, and yield The reactants are N#Cc1cc(Br)cc2c(C3CCNCC3)n[nH]c12, CC, CCN(C(C)C)C(C)C, ClCCl, O=S(=O)(Cl)Cl. Yields the product CCS(=O)(=O)N1CCC(c2n[nH]c3c(C#N)cc(Br)cc23)CC1. RXN SMILES: [Br:1][c:2]1[cH:3][c:4]2[c:5]([CH:13]3[CH2:14][CH2:15][NH:16][CH2:17][CH2:18]3)[n:6][nH:7][c:8]2[c:9]([C:11]#[N:12])[cH:10]1.[CH3:33][CH3:34].[CH:19]([N:20]([CH2:22][CH3:23])[CH:25]([CH3:21])[CH3:27])([CH3:24])[CH3:26].[Cl:35][CH2:36][Cl:37].[S:28](=[O:29])(=[O:30])([Cl:31])[Cl:32]>>[Br:1][c:2]1[cH:3][c:4]2[c:5]([CH:13]3[CH2:14][CH2:15][N:16]([S:28]([CH2:25][CH3:27])(=[O:29])=[O:30])[CH2:17][CH2:18]3)[n:6][nH:7][c:8]2[c:9]([C:11]#[N:12])[cH:10]1. Reactants: C([O-])([O-])=O.[K+].[K+] (potassium carbonate), C1(CCCCC1)N=C=NC1CCCCC1 (dicyclohexylcarbodiimide), C1(CCCC1)N1N=CC=C1O (1-cyclopentyl-5-hydroxy-1H-pyrazole), CC1=C(C(=O)O)C=CC(=C1C1=NOCC1)S(=O)(=O)C (2-methyl-3-(4,5-dihydroisoxazol-3-yl)-4-methylsulfonylbenzoic acid). Solvent: O1CCOCC1 (dioxane). Run at time 12 hour. The product is CC1=C(C(=O)C=2C=NN(C2O)C2CCCC2)C=CC(=C1C1=NOCC1)S(=O)(=O)C (4-[2-Methyl-3-(4,5-dihydroisoxazol-3-yl)-4-methylsulfonylbenzoyl]-1-cyclopentyl-5-hydroxy-1H-pyrazole). Reaction SMILES: C1(N=C=NC2CCCCC2)CCCCC1.[CH:16]1([N:21]2[C:25]([OH:26])=[CH:24][CH:23]=[N:22]2)[CH2:20][CH2:19][CH2:18][CH2:17]1.[CH3:27][C:28]1[C:36]([C:37]2[CH2:41][CH2:40][O:39][N:38]=2)=[C:35]([S:42]([CH3:45])(=[O:44])=[O:43])[CH:34]=[CH:33][C:29]=1[C:30](O)=[O:31].C(=O)([O-])[O-].[K+].[K+]>O1CCOCC1>[CH3:27][C:28]1[C:36]([C:37]2[CH2:41][CH2:40][O:39][N:38]=2)=[C:35]([S:42]([CH3:45])(=[O:44])=[O:43])[CH:34]=[CH:33][C:29]=1[C:30]([C:24]1[CH:23]=[N:22][N:21]([CH:16]2[CH2:17][CH2:18][CH2:19][CH2:20]2)[C:25]=1[OH:26])=[O:31] |f:3.4.5|. Procedure: 1.9 g (9.4 mmol) of dicyclohexylcarbodiimide and 1.3 g (8.8 mmol) of 1-cyclopentyl-5-hydroxy-1H-pyrazole were added to a solution of 2.5 g (8.8 mmol) of 2-methyl-3-(4,5-dihydroisoxazol-3-yl)-4-methylsulfonylbenzoic acid in 100 ml of dioxane, and the mixture was stirred at room temperature for 12 hours. Solid components were then filtered off and the filtrate was admixed with 1.5 g (10 mmol) of potassium carbonate and refluxed for 4 hours. The solvent was removed, the residue was then taken up in...